Task: describe an organic reaction: reactants, conditions, products, and yield. Dataset: the Open Reaction Database (ORD), a public repository of structured organic reaction records Reactants: ice, C(C1=CC=CC=C1)N(C([C@@H](CC1=CC=C(C=C1)F)NC(=O)OC(C)(C)C)=O)CC(=O)OCC1=CC=CC=C1 ((2R)-N-benzyl-N-benzyloxycarbonylmethyl-2-(tert-butoxycarbonylamino)-3-(4-fluorophenyl)propanamide), Cl (hydrogen chloride). Run in ClCCl (dichloromethane), O1CCOCC1 (dioxane). Reaction conditions: time 1 hour. Yields the product C(C1=CC=CC=C1)N1C([C@H](NC(C1)=O)CC1=CC=C(C=C1)F)=O ((3R)-1-benzyl-3-(4-fluorobenzyl)piperazine-2,5-dione). Isolated yield 87.9%. Reaction SMILES: [CH2:1]([N:8]([CH2:28][C:29]([O:31]CC1C=CC=CC=1)=O)[C:9](=[O:27])[C@H:10]([NH:19]C(OC(C)(C)C)=O)[CH2:11][C:12]1[CH:17]=[CH:16][C:15]([F:18])=[CH:14][CH:13]=1)[C:2]1[CH:7]=[CH:6][CH:5]=[CH:4][CH:3]=1.Cl>ClCCl.O1CCOCC1>[CH2:1]([N:8]1[CH2:28][C:29](=[O:31])[NH:19][C@H:10]([CH2:11][C:12]2[CH:13]=[CH:14][C:15]([F:18])=[CH:16][CH:17]=2)[C:9]1=[O:27])[C:2]1[CH:3]=[CH:4][CH:5]=[CH:6][CH:7]=1. Procedure: To an ice-cooled solution of (2R)-N-benzyl-N-benzyloxycarbonylmethyl-2-(tert-butoxycarbonylamino)-3-(4-fluorophenyl)propanamide (9.48 g) in dichloromethane (55 ml) was added 4N hydrogen chloride in dioxane solution (54.6 ml). The mixture was stirred at the same temperature for 15 minutes and at room temperature for one hour. After removal of solvent by evaporation, excess aqueous sodium hydrogen carbonate solution was added to the resulting residue. The mixture was warmed at near 50° C. for seve... Reactants: C(C)(C)C1=C(C(=CC(=C1)[N+](=O)[O-])C(C)C)OS(NC(CC1=C(C=C(C=C1C(C)C)C(C)C)C(C)C)=O)(=O)=O ([(2,4,6-Triisopropyl-phenyl)-acetyl]-sulfamic acid 2,6-diisopropyl-4-nitro-phenyl ester), [H][H] (hydrogen). The reagents and catalysts are [Ni] (Raney nickel). Solvent: O1CCCC1 (tetrahydrofuran), C(C)(=O)OCC (ethyl acetate). Conditions: time 21 hour. Yields the product NC1=CC(=C(C(=C1)C(C)C)OS(NC(CC1=C(C=C(C=C1C(C)C)C(C)C)C(C)C)=O)(=O)=O)C(C)C ([(2,4,6-Triisopropyl-phenyl)-acetyl]-sulfamic acid 4-amino-2,6-diisopropyl-phenyl ester). Isolated yield 89.5%. Reaction SMILES: [CH:1]([C:4]1[CH:9]=[C:8]([N+:10]([O-])=O)[CH:7]=[C:6]([CH:13]([CH3:15])[CH3:14])[C:5]=1[O:16][S:17](=[O:38])(=[O:37])[NH:18][C:19](=[O:36])[CH2:20][C:21]1[C:26]([CH:27]([CH3:29])[CH3:28])=[CH:25][C:24]([CH:30]([CH3:32])[CH3:31])=[CH:23][C:22]=1[CH:33]([CH3:35])[CH3:34])([CH3:3])[CH3:2].[H][H]>[Ni].O1CCCC1.C(OCC)(=O)C>[NH2:10][C:8]1[CH:9]=[C:4]([CH:1]([CH3:3])[CH3:2])[C:5]([O:16][S:17](=[O:38])(=[O:37])[NH:18][C:19](=[O:36])[CH2:20][C:21]2[C:22]([CH:33]([CH3:34])[CH3:35])=[CH:23][C:24]([CH:30]([CH3:31])[CH3:32])=[CH:25][C:26]=2[CH:27]([CH3:29])[CH3:28])=[C:6]([CH:13]([CH3:15])[CH3:14])[CH:7]=1. Reported procedure: 22.0 g of [(2,4,6-Triisopropyl-phenyl)-acetyl]-sulfamic acid 2,6-diisopropyl-4-nitro-phenyl ester and 6 g of Raney nickel were mixed in 110 mL tetrahydrofuran under 50 psi of hydrogen. After 21 hours, the reaction was filtered and concentrated to give an orange oil which was dissolved in ethyl acetate, filtered through a pad of silica, and concentrated to give an oily solid. Recrystallization from 53 diethyl ether/hexanes gave 18.60 g (89%) of the title compound as a cream colored solid; mp 153-... Starting materials: C(=O)(O)CC1=C(C(=C2CCCN12)C1=CC=CC=C1)C1(CCCCC1)C(=O)O (1-(3-Carboxymethyl-1-phenyl-6,7-dihydro-5H-pyrrolizin-2-yl)cyclohexanecarboxylic acid), C(=O)=O (CO2), C(C)(C)OC(C)C (diisopropyl ether). Product: C1(CCCCC1)C1=C(N2CCCC2=C1C1=CC=CC=C1)C (6-cyclohexyl-5-methyl-7-phenyl-2,3-dihydro-1H-pyrrolizine). Reaction SMILES: C([CH2:4][C:5]1[N:12]2[C:8]([CH2:9][CH2:10][CH2:11]2)=[C:7]([C:13]2[CH:18]=[CH:17][CH:16]=[CH:15][CH:14]=2)[C:6]=1[C:19]1(C(O)=O)[CH2:24][CH2:23][CH2:22][CH2:21][CH2:20]1)(O)=O.C(=O)=O.C(OC(C)C)(C)C>>[CH:19]1([C:6]2[C:7]([C:13]3[CH:18]=[CH:17][CH:16]=[CH:15][CH:14]=3)=[C:8]3[N:12]([CH2:11][CH2:10][CH2:9]3)[C:5]=2[CH3:4])[CH2:20][CH2:21][CH2:22][CH2:23][CH2:24]1. Procedure: 1-(3-Carboxymethyl-1-phenyl-6,7-dihydro-5H-pyrrolizin-2-yl)cyclohexanecarboxylic acid (1.5 g, 3.7 mmol) is immersed in an oil bath of 150° C. for 30 min in a 25 ml flask. The release of CO2 is checked via a bubble counter. The still warm melt is digested with diisopropyl ether (15 ml). The insoluble crystalline residue is filtered off with suction and dried. 0.84 g (82% of theory) of decarboxylation product 6-cyclohexyl-5-methyl-7-phenyl-2,3-dihydro-1H-pyrrolizine (TLC: SiO2, ether-n-hexane (1:1... Starting materials: CCOC(=O)C(=O)CC(=O)C=Cc1ccc(Cl)c(OC)c1F, CC(=O)[O-], CCO, [NH4+]. Yields the product CCOC(=O)C(N)=CC(=O)C=Cc1ccc(Cl)c(OC)c1F. Reaction SMILES: [CH2:1]([CH3:2])[O:3][C:4]([C:5]([CH2:6][C:7]([CH:8]=[CH:9][c:10]1[c:11]([F:19])[c:12]([O:17][CH3:18])[c:13]([Cl:16])[cH:14][cH:15]1)=[O:20])=[O:21])=[O:22].[CH3:24][C:25](=[O:26])[O-:27].[CH3:28][CH2:29][OH:30].[NH4+:23]>>[CH2:1]([CH3:2])[O:3][C:4]([C:5](=[CH:6][C:7]([CH:8]=[CH:9][c:10]1[c:11]([F:19])[c:12]([O:17][CH3:18])[c:13]([Cl:16])[cH:14][cH:15]1)=[O:20])[NH2:23])=[O:22]. Starting materials: COC1=CCCCCCC1, CC(C)c1nc(CCO)n(C)c1Sc1cc(Cl)cc(Cl)c1, C1CCOC1, O, Cc1ccc(S(=O)(=O)O)cc1. The product is CC(C)c1nc(CCOC2=CCCCCCC2)n(C)c1Sc1cc(Cl)cc(Cl)c1. As a reaction SMILES: [CH3:34][O:35][C:36]1=[CH:37][CH2:38][CH2:39][CH2:40][CH2:41][CH2:42][CH2:43]1.[Cl:1][c:2]1[cH:3][c:4]([S:9][c:10]2[c:11]([CH:19]([CH3:20])[CH3:21])[n:12][c:13]([CH2:16][CH2:17][OH:18])[n:14]2[CH3:15])[cH:5][c:6]([Cl:8])[cH:7]1.[O:44]1[CH2:45][CH2:46][CH2:47][CH2:48]1.[OH2:22].[c:23]1([CH3:24])[cH:25][cH:26][c:27]([S:28]([OH:29])(=[O:30])=[O:31])[cH:32][cH:33]1>>[Cl:1][c:2]1[cH:3][c:4]([S:9][c:10]2[c:11]([CH:19]([CH3:20])[CH3:21])[n:12][c:13]([CH2:16][CH2:17][O:18][C:36]3=[CH:37][CH2:38][CH2:39][CH2:40][CH2:41][CH2:42][CH2:43]3)[n:14]2[CH3:15])[cH:5][c:6]([Cl:8])[cH:7]1. Starting materials: Cl (hydrogen chloride), N1CCC(CC1)N1CC2(CC1)CCC(CC2)(CCC)CCC (2-(4-Piperidinyl)-8,8-dipropyl-2-azaspiro[4.5]decane), CCOCC (ether). Run in C(C)O (ethanol), C(C)O (ethanol). Yields the product Cl.Cl.N1CCC(CC1)N1CC2(CC1)CCC(CC2)(CCC)CCC (2-(4-Piperidinyl)-8,8-dipropyl-2-azaspiro[4.5]-decane dihydrochloride). The yield is 85.0%. As a reaction SMILES: [NH:1]1[CH2:6][CH2:5][CH:4]([N:7]2[CH2:11][CH2:10][C:9]3([CH2:16][CH2:15][C:14]([CH2:20][CH2:21][CH3:22])([CH2:17][CH2:18][CH3:19])[CH2:13][CH2:12]3)[CH2:8]2)[CH2:3][CH2:2]1.[ClH:23].CCOCC>C(O)C>[ClH:23].[ClH:23].[NH:1]1[CH2:6][CH2:5][CH:4]([N:7]2[CH2:11][CH2:10][C:9]3([CH2:16][CH2:15][C:14]([CH2:20][CH2:21][CH3:22])([CH2:17][CH2:18][CH3:19])[CH2:13][CH2:12]3)[CH2:8]2)[CH2:3][CH2:2]1 |f:4.5.6|. Reported procedure: 2-(4-Piperidinyl)-8,8-dipropyl-2-azaspiro[4.5]decane was dissolved in a minimum of anhydrous ethanol and added to a cooled solution of hydrogen chloride in ethanol. On addition of a large volume of ether, a white precipitate formed which was isolated by filteration. The white solid was recrystallized from ethanol or methanol; mp 298°-300° C.; yield 85-90%.